This data is from the Open Reaction Database (ORD), a public repository of structured organic reaction records. The task is: describe an organic reaction: reactants, conditions, products, and yield Starting materials: NC[C@@H](C)O ((R)-1-amino-2-propanol), O=CCC1C(C2=CC(=CC=C2C1(C)C)OC)=O ((RS)-2-(2-oxoethyl)-6-methoxy-3,3-dimethyl-1-indanone), C1(=CC=C(C=C1)S(=O)(=O)O)C (p-toluenesulfonic acid), O (water). Run in C1(=CC=CC=C1)C (toluene), C1(=CC=CC=C1)C (toluene). Yields the product COC1=CC=C2C(C3=C(N(C=C3)C[C@@H](C)O)C2=C1)(C)C ((R)-1-(7-methoxy-4,4-dimethyl-1,4-dihydro-indeno[1,2-b]pyrrol-1-yl)-propan-2-ol). Isolated yield 59.3%. Reaction SMILES: O=[CH:2][CH2:3][CH:4]1[C:12]([CH3:14])([CH3:13])[C:11]2[C:6](=[CH:7][C:8]([O:15][CH3:16])=[CH:9][CH:10]=2)[C:5]1=O.C1(C)C=CC(S(O)(=O)=O)=CC=1.O.[NH2:30][CH2:31][C@H:32]([OH:34])[CH3:33]>C1(C)C=CC=CC=1>[CH3:16][O:15][C:8]1[CH:7]=[C:6]2[C:11]([C:12]([CH3:14])([CH3:13])[C:4]3[CH:3]=[CH:2][N:30]([CH2:31][C@H:32]([OH:34])[CH3:33])[C:5]=32)=[CH:10][CH:9]=1. Reported procedure: A solution of 4.94 g of (RS)-2-(2-oxoethyl)-6-methoxy-3,3-dimethyl-1-indanone and 220 ml of p-toluenesulfonic acid in 200 ml of anhydrous toluene was heated on a water separator. A solution of 6.39 g of (R)-1-amino-2-propanol in 40 ml of anhydrous toluene was added dropwise to the boiling solution over a period of 5 minutes, during which the solvent was reduced to a volume of 40 ml. The cooled reaction mixture was purified by column chromatography on silica gel (diethyl ether/hexane 7:3). 3.42 g... Starting materials: Cc1cccc(C)c1OC(=O)N(Cc1ccccc1)c1ccnc(Cl)n1, CN(C)CCOc1ccc(N)cc1, CC(C)O, O=C(O)C(F)(F)F. Product: Cc1cccc(C)c1OC(=O)N(Cc1ccccc1)c1ccnc(Nc2ccc(OCCN(C)C)cc2)n1. Reaction SMILES: [CH3:1][c:2]1[c:3]([O:9][C:10]([N:11]([c:12]2[n:13][c:14]([Cl:18])[n:15][cH:16][cH:17]2)[CH2:19][c:20]2[cH:21][cH:22][cH:23][cH:24][cH:25]2)=[O:26])[c:4]([CH3:8])[cH:5][cH:6][cH:7]1.[CH3:27][N:28]([CH2:29][CH2:30][O:31][c:32]1[cH:33][cH:34][c:35]([NH2:38])[cH:36][cH:37]1)[CH3:39].[CH:47]([OH:48])([CH3:49])[CH3:50].[OH:40][C:41]([C:42]([F:43])([F:44])[F:45])=[O:46]>>[CH3:1][c:2]1[c:3]([O:9][C:10]([N:11]([c:12]2[n:13][c:14]([NH:38][c:35]3[cH:34][cH:33][c:32]([O:31][CH2:30][CH2:29][N:28]([CH3:27])[CH3:39])[cH:37][cH:36]3)[n:15][cH:16][cH:17]2)[CH2:19][c:20]2[cH:21][cH:22][cH:23][cH:24][cH:25]2)=[O:26])[c:4]([CH3:8])[cH:5][cH:6][cH:7]1. The reactants are ClC1=C(C=C(C=C1C)[N+](=O)[O-])C (2-chloro-1,3-dimethyl-5-nitrobenzene), BrN1C(CCC1=O)=O (1-bromo-2,5-pyrrolidinedione), C(C1=CC=CC=C1)(=O)OOC(C1=CC=CC=C1)=O (dibenzoyl peroxide), ClC(Cl)(Cl)Cl (tetrachloromethane), C(C1=CC=CC=C1)(=O)OOC(C1=CC=CC=C1)=O (dibenzoyl peroxide). The solvent is O (water). Run at time 2 hour. Yields the product BrCC1=C(C(=CC(=C1)[N+](=O)[O-])C)Cl (1-(bromomethyl)-2-chloro-3-methyl-5-nitrobenzene). The yield is 70.7%. Reaction SMILES: [Cl:1][C:2]1[C:7]([CH3:8])=[CH:6][C:5]([N+:9]([O-:11])=[O:10])=[CH:4][C:3]=1[CH3:12].[Br:13]N1C(=O)CCC1=O.C(OOC(=O)C1C=CC=CC=1)(=O)C1C=CC=CC=1.ClC(Cl)(Cl)Cl>O>[Br:13][CH2:8][C:7]1[CH:6]=[C:5]([N+:9]([O-:11])=[O:10])[CH:4]=[C:3]([CH3:12])[C:2]=1[Cl:1]. Procedure: A mixture of 129 g of 2-chloro-1,3-dimethyl-5-nitrobenzene, 125 g of 1-bromo-2,5-pyrrolidinedione, 12 g of dibenzoyl peroxide and 1200 ml of tetrachloromethane was stirred for 2 hours at reflux temperature using a water separator. Twice there was added an extra portion of 20 g of dibenzoyl peroxide during a refluxing period of 29 hours. After cooling, the reaction mixture was washed with water, dried, filtered and evaporated. The residue was purified by column chromatography (silica gel; CH2Cl2 ... Starting materials: NC1[C@@H]2N(C(=C(CS2)CSC=2SC=NN2)C(=O)O)C1=O (7-amino-3-(1,3,4-thiadiazol-2-yl)thiomethyl-3-cephem-4-carboxylic acid), C[Si](C)(C)CC(=O)N (trimethylsilylacetamide), resultant solution, C(=O)NC=1SC=C(N1)C(C(=O)O)=NOCC(F)(F)F (2-(2-formamidothiazol-4-yl)-2-(2,2,2-trifluoroethoxyimino)acetic acid), C[N+](=CCl)C.[Cl-] (Vilsmeier reagent), P(=O)(Cl)(Cl)Cl (phosphoryl chloride). Run in C(C)(=O)OCC (ethyl acetate), C(C)(=O)OCC (ethyl acetate), C(C)(=O)OCC (ethyl acetate), O (water), CN(C=O)C (N,N-dimethyl formamide). Run at time 30 minute. The product is C(=O)NC=1SC=C(N1)C(C(=O)NC1[C@@H]2N(C(=C(CS2)CSC=2SC=NN2)C(=O)O)C1=O)=NOCC(F)(F)F (7-[2-(2-formamidothiazol-4-yl)-2-(2,2,2-trifluoroethyoxyimino)acetamido]-3-(1,3,4-thiadiazol-2-yl)thiomethyl-3-cephem-4-carboxylic acid). The yield is 78.4%. As a reaction SMILES: C[N+](C)=CCl.[Cl-].P(Cl)(Cl)(Cl)=O.[CH:12]([NH:14][C:15]1[S:16][CH:17]=[C:18]([C:20](=[N:24][O:25][CH2:26][C:27]([F:30])([F:29])[F:28])[C:21]([OH:23])=O)[N:19]=1)=[O:13].[NH2:31][CH:32]1[C:49](=[O:50])[N:34]2[C:35]([C:46]([OH:48])=[O:47])=[C:36]([CH2:39][S:40][C:41]3[S:42][CH:43]=[N:44][N:45]=3)[CH2:37][S:38][C@H:33]12.C[Si](CC(N)=O)(C)C>C(OCC)(=O)C.O.CN(C)C=O>[CH:12]([NH:14][C:15]1[S:16][CH:17]=[C:18]([C:20](=[N:24][O:25][CH2:26][C:27]([F:30])([F:29])[F:28])[C:21]([NH:31][CH:32]2[C:49](=[O:50])[N:34]3[C:35]([C:46]([OH:48])=[O:47])=[C:36]([CH2:39][S:40][C:41]4[S:42][CH:43]=[N:44][N:45]=4)[CH2:37][S:38][C@H:33]23)=[O:23])[N:19]=1)=[O:13] |f:0.1|. Reported procedure: Vilsmeier reagent prepared from N,N-dimethyl formamide (0.2 g.) and phosphoryl chloride (0.42 g.) in a conventional manner was added to ethyl acetate (10 ml.), and then 2-(2-formamidothiazol-4-yl)-2-(2,2,2-trifluoroethoxyimino)acetic acid (syn isomer, 0.75 g.) was added to the solution under ice-cooling and stirred at the same temperature for 30 minutes. The solution was added to a solution of 7-amino-3-(1,3,4-thiadiazol-2-yl)thiomethyl-3-cephem-4-carboxylic acid (0.83 g.) and trimethylsilylacet... The reactants are C(CCCCCCCCC)OC=1C=NC(=NC1)C1=CC=C(C(=O)O)C=C1 (4-(5-n-Decyloxypyrimidine-2-yl)benzoic acid), S(=O)(Cl)Cl (thionyl chloride). Yields the product C(CCCCCCCCC)OC=1C=NC(=NC1)C1=CC=C(C(=O)Cl)C=C1 (4-(5-n-decyloxypyrimidine-2-yl)benzoic acid chloride). As a reaction SMILES: [CH2:1]([O:11][C:12]1[CH:13]=[N:14][C:15]([C:18]2[CH:26]=[CH:25][C:21]([C:22](O)=[O:23])=[CH:20][CH:19]=2)=[N:16][CH:17]=1)[CH2:2][CH2:3][CH2:4][CH2:5][CH2:6][CH2:7][CH2:8][CH2:9][CH3:10].S(Cl)([Cl:29])=O>>[CH2:1]([O:11][C:12]1[CH:13]=[N:14][C:15]([C:18]2[CH:26]=[CH:25][C:21]([C:22]([Cl:29])=[O:23])=[CH:20][CH:19]=2)=[N:16][CH:17]=1)[CH2:2][CH2:3][CH2:4][CH2:5][CH2:6][CH2:7][CH2:8][CH2:9][CH3:10]. Procedure: 4-(5-n-Decyloxypyrimidine-2-yl)benzoic acid (1.50 g) was heated together with excess thionyl chloride for 8 hours under reflux and thereafter, unaltered thionyl chloride was distilled off to obtain 4-(5-n-decyloxypyrimidine-2-yl)benzoic acid chloride. Reactants: BrC1=CC2=C(C=3N=C(SC3CCO2)C=2N(N=CN2)CC(F)(F)F)C=C1 (8-Bromo-2-[2-(2,2,2-trifluoro-ethyl)-2H-[1,2,4]triazol-3-yl]-4,5-dihydro-6-oxa-3-thia-1-aza-benzo[e]azulene), CC1(OB(OC1(C)C)C=1C=NN(C1)C[C@H](C)O)C ((S)-1-[4-(4,4,5,5-Tetramethyl-[1,3,2]dioxaborolan-2-yl)-pyrazol-1-yl]-propan-2-ol). The product is FC(CN1N=CN=C1C=1SC=2CCOC3=C(C2N1)C=CC(=C3)C=3C=NN(C3)C[C@H](C)O)(F)F ((S)-1-(4-{2-[2-(2,2,2-Trifluoro-ethyl)-2H-[1,2,4]triazol-3-yl]-4,5-dihydro-6-oxa-3-thia-1-aza-benzo[e]azulen-8-yl}-pyrazol-1-yl)-propan-2-ol). Reaction SMILES: Br[C:2]1[CH:25]=[CH:24][C:5]2[C:6]3[N:7]=[C:8]([C:14]4[N:15]([CH2:19][C:20]([F:23])([F:22])[F:21])[N:16]=[CH:17][N:18]=4)[S:9][C:10]=3[CH2:11][CH2:12][O:13][C:4]=2[CH:3]=1.CC1(C)C(C)(C)OB([C:34]2[CH:35]=[N:36][N:37]([CH2:39][C@@H:40]([OH:42])[CH3:41])[CH:38]=2)O1>>[F:21][C:20]([F:23])([F:22])[CH2:19][N:15]1[C:14]([C:8]2[S:9][C:10]3[CH2:11][CH2:12][O:13][C:4]4[CH:3]=[C:2]([C:34]5[CH:35]=[N:36][N:37]([CH2:39][C@@H:40]([OH:42])[CH3:41])[CH:38]=5)[CH:25]=[CH:24][C:5]=4[C:6]=3[N:7]=2)=[N:18][CH:17]=[N:16]1. Procedure: Following the procedure for 114, 8-Bromo-2-[2-(2,2,2-trifluoro-ethyl)-2H-[1,2,4]triazol-3-yl]-4,5-dihydro-6-oxa-3-thia-1-aza-benzo[e]azulene was reacted with (S)-1-[4-(4,4,5,5-Tetramethyl-[1,3,2]dioxaborolan-2-yl)-pyrazol-1-yl]-propan-2-ol to give 381. MS(ESI+) 477.1 The reactants are C[Si](C)(C)[N-][Si](C)(C)C, COc1nccc(C)c1NC(=O)c1cccnc1NC1CC1, [Na+], c1ccncc1. Yields the product Cc1ccnc2c1NC(=O)c1cccnc1N2. Reaction SMILES: [CH3:24][Si:25]([N-:26][Si:27]([CH3:28])([CH3:29])[CH3:30])([CH3:31])[CH3:32].[CH:1]1([NH:4][c:5]2[n:6][cH:7][cH:8][cH:9][c:10]2[C:11](=[O:12])[NH:13][c:14]2[c:15]([O:2][CH3:3])[n:16][cH:17][cH:18][c:19]2[CH3:20])[CH2:21][CH2:22]1.[Na+:23].[cH:33]1[cH:34][cH:35][n:36][cH:37][cH:38]1>>[NH:4]1[c:5]2[n:6][cH:7][cH:8][cH:9][c:10]2[C:11](=[O:12])[NH:13][c:14]2[c:15]1[n:16][cH:17][cH:18][c:19]2[CH3:20]. The reactants are NC=1C=CN(N1)C1=NC2=C(N1)C=CC=C2 (5-amino-2-(1H-benzimidazol-2-yl)pyrazole), COC1=CC=C(C(CBr)=O)C=C1 (p-methoxyphenacyl bromide), C([O-])([O-])=O.[K+].[K+] (potassium carbonate). Solvent: O (water). Run at time 16 hour. Yields the product NC=1C=CN(N1)C1=NC2=C(N1CC(=O)C1=CC=C(C=C1)OC)C=CC=C2 (5-Amino-2-(1-[4-methoxyphenylcarbonylmethyl]benzimidazol-2-yl)-pyrazole). RXN SMILES: [NH2:1][C:2]1[CH:3]=[CH:4][N:5]([C:7]2[NH:11][C:10]3[CH:12]=[CH:13][CH:14]=[CH:15][C:9]=3[N:8]=2)[N:6]=1.[CH3:16][O:17][C:18]1[CH:27]=[CH:26][C:21]([C:22](=[O:25])[CH2:23]Br)=[CH:20][CH:19]=1.C(=O)([O-])[O-].[K+].[K+]>O>[NH2:1][C:2]1[CH:3]=[CH:4][N:5]([C:7]2[N:11]([CH2:23][C:22]([C:21]3[CH:26]=[CH:27][C:18]([O:17][CH3:16])=[CH:19][CH:20]=3)=[O:25])[C:10]3[CH:12]=[CH:13][CH:14]=[CH:15][C:9]=3[N:8]=2)[N:6]=1 |f:2.3.4|. Reported procedure: A suspension of 5-amino-2-(1H-benzimidazol-2-yl)pyrazole (0.10 g, 0.5 mmol), p-methoxyphenacyl bromide (0.204 g, 0.9 mmol) and dry potassium carbonate (0.173 g, 1.25 mmol) is stirred at room temperature for 16 hours. The mixture is diluted with water and the product extracted with ethyl acetate. The product is purified by chromatography on silicagel. M.p. 136-140° C., 1H-NMR (400 MHz, d6-DMSO): 8.04 (d, 2H); 7.58 (m, 2H); 7.28 (m, 3H); 7.11 (d, 2H); 6.84 (s, 2H); 6.26 (s, 2H); 5.39 (d, 1H); 3.87...